Dataset: the Open Reaction Database (ORD), a public repository of structured organic reaction records. Task: describe an organic reaction: reactants, conditions, products, and yield Starting materials: O=C([O-])[O-], CN(C)C=O, ClCCBr, [K+], [K+], CCOC(=O)C(=NO)C(C)=O. Yields the product CCOC(=O)C(=NOCCCl)C(C)=O. As a reaction SMILES: [C:16](=[O:17])([O-:18])[O-:19].[CH3:22][N:23]([CH3:24])[CH:25]=[O:26].[Cl:12][CH2:13][CH2:14][Br:15].[K+:20].[K+:21].[OH:1][N:2]=[C:3]([C:4](=[O:5])[O:6][CH2:7][CH3:8])[C:9]([CH3:10])=[O:11]>>[O:1]([N:2]=[C:3]([C:4](=[O:5])[O:6][CH2:7][CH3:8])[C:9]([CH3:10])=[O:11])[CH2:14][CH2:13][Cl:12]. The reactants are CCOC(=O)c1ccc(C=Cc2ccc(OCOC(C)OC)c(C34CC5CC(CC(C5)C3)C4)c2)cc1, CCOCC. Product: COC(C)OCOc1ccc(C=Cc2ccc(C(=O)O)cc2)cc1C12CC3CC(CC(C3)C1)C2. RXN SMILES: [C:1]12([c:11]3[cH:12][c:13]([CH:24]=[CH:25][c:26]4[cH:27][cH:28][c:29]([C:30](=[O:31])[O:32][CH2:33][CH3:34])[cH:35][cH:36]4)[cH:14][cH:15][c:16]3[O:17][CH2:18][O:19][CH:20]([CH3:21])[O:22][CH3:23])[CH2:2][CH:3]3[CH2:4][CH:5]([CH2:6][CH:7]([CH2:8]1)[CH2:9]3)[CH2:10]2.[CH2:37]([O:38][CH2:39][CH3:40])[CH3:41]>>[C:1]12([c:11]3[cH:12][c:13]([CH:24]=[CH:25][c:26]4[cH:27][cH:28][c:29]([C:30](=[O:31])[OH:32])[cH:35][cH:36]4)[cH:14][cH:15][c:16]3[O:17][CH2:18][O:19][CH:20]([CH3:21])[O:22][CH3:23])[CH2:2][CH:3]3[CH2:4][CH:5]([CH2:6][CH:7]([CH2:8]1)[CH2:9]3)[CH2:10]2. Solvent: O1CCOCC1 (dioxane), C(C)(=O)OCC (ethyl acetate). Reaction SMILES: [OH-].[Li+].[CH:3]([O:6][C:7]1[CH:8]=[CH:9][C:10]([C:13]([O:15]C)=[O:14])=[N:11][CH:12]=1)([CH3:5])[CH3:4]>O1CCOCC1.C(OCC)(=O)C>[CH:3]([O:6][C:7]1[CH:8]=[CH:9][C:10]([C:13]([OH:15])=[O:14])=[N:11][CH:12]=1)([CH3:5])[CH3:4] |f:0.1|. Reported procedure: To methyl 5-hydroxypyridine-2-carboxylate (0.6 g, 3.92 mmol) in DMF (3.6 mL) was added potassium carbonate (2.2 g, 15.7 mmol) followed by 2-bromopropane (736 μL, 7.8 mmol) The reaction mixture was heated at 60° C. for 1.5 hours. The reaction mixture was cooled and filtered using EtOAc and the solvent was evaporated under reduced pressure. The residue was dissolved in EtOAc and washed with water (3×10 mL) and brine solution (10 mL). The organics were separated and dried over Na2SO4, filtered and ... Reactants: [OH-].[Li+] (Lithium hydroxide), C(C)(C)OC=1C=CC(=NC1)C(=O)OC (methyl 5-isopropoxypyridine-2-carboxylate). Run at temperature 55 celsius, time 2 hour. Yield: 29.2%. Product: C(C)(C)OC=1C=CC(=NC1)C(=O)O (5-isopropoxypyridine-2-carboxylic acid). The reactants are Cl.COC([C@@H](N)CC1=CC=CC=C1)=O (L-phenylalanine methyl ester hydrochloride), azlactone, C(=O)(OCC1=CC=CC=C1)N1[C@H](C(=O)NC(=CC2=CC=CC=C2)C(=O)O)CCC1 (N-carbobenzoxy-L-prolyl-dehydrophenylalanine), C([O-])([O-])=O.[K+].[K+] (potassium carbonate). Solvent: C(C)(=O)OCC (ethyl acetate). Yields the product COC([C@@H](NC(C(NC([C@H]1N(CCC1)C(=O)OCC1=CC=CC=C1)=O)=CC1=CC=CC=C1)=O)CC1=CC=CC=C1)=O (N-Carbobenzoxy-L-prolyl-dehydrophenylalanyl-L-phenylalanine methyl ester). As a reaction SMILES: Cl.[CH3:2][O:3][C:4](=[O:14])[C@H:5]([CH2:7][C:8]1[CH:13]=[CH:12][CH:11]=[CH:10][CH:9]=1)[NH2:6].C(=O)([O-])[O-].[K+].[K+].[C:21]([N:31]1[CH2:49][CH2:48][CH2:47][C@H:32]1[C:33]([NH:35][C:36]([C:44](O)=[O:45])=[CH:37][C:38]1[CH:43]=[CH:42][CH:41]=[CH:40][CH:39]=1)=[O:34])([O:23][CH2:24][C:25]1[CH:30]=[CH:29][CH:28]=[CH:27][CH:26]=1)=[O:22]>C(OCC)(=O)C>[CH3:2][O:3][C:4](=[O:14])[C@H:5]([CH2:7][C:8]1[CH:13]=[CH:12][CH:11]=[CH:10][CH:9]=1)[NH:6][C:44](=[O:45])[C:36](=[CH:37][C:38]1[CH:43]=[CH:42][CH:41]=[CH:40][CH:39]=1)[NH:35][C:33](=[O:34])[C@@H:32]1[CH2:47][CH2:48][CH2:49][N:31]1[C:21]([O:23][CH2:24][C:25]1[CH:30]=[CH:29][CH:28]=[CH:27][CH:26]=1)=[O:22] |f:0.1,2.3.4|. Procedure: A mixture of 0.759 g (0.0036 mole) of L-phenylalanine methyl ester hydrochloride and 40 ml of ethyl acetate was cooled in an ice-bath and 15 ml of cold 50% potassium carbonate solution was added. The mixture was equilibrated, and the ethyl acetate layer was separated and dried over anhydrous Na2SO4 at 0°. To the solution 1.129 g (0.003 mole) of the azlactone of N-carbobenzoxy-L-prolyl-dehydrophenylalanine was added. The reaction mixture was then refluxed for 8 hours, cooled and washed with N-hyd... The reactants are [N+](=O)(O)[O-] (Nitric acid), [N+](=O)(O)[O-] (nitric acid), C(C)(=O)OC(C)=O (Acetic anhydride), ClC1=C(C=CC(=C1)OC=1C=C(C(=O)O)C=CC1)C(F)(F)F (3-(2-chloro-α,α,α-trifluoro-4-tolyloxy)-benzoic acid), S(O)(O)(=O)=O (Sulphuric acid). Run in C(C)(=O)OCCCC (n-butyl acetate). Conditions: temperature 0 celsius. Product: [N+](=O)([O-])C1=C(C(=O)O)C=C(C=C1)OC1=CC(=C(C=C1)C(F)(F)F)Cl (2-nitro-5-(2-chloro-α,α,α-trifluoro-4-tolyloxy) benzoic acid). The yield is 85.0%. As a reaction SMILES: C(OC(=O)C)(=O)C.[Cl:8][C:9]1[CH:14]=[C:13]([O:15][C:16]2[CH:17]=[C:18]([CH:22]=[CH:23][CH:24]=2)[C:19]([OH:21])=[O:20])[CH:12]=[CH:11][C:10]=1[C:25]([F:28])([F:27])[F:26].S(=O)(=O)(O)O.[N+:34]([O-])([OH:36])=[O:35]>C(OCCCC)(=O)C>[N+:34]([C:22]1[CH:23]=[CH:24][C:16]([O:15][C:13]2[CH:12]=[CH:11][C:10]([C:25]([F:26])([F:27])[F:28])=[C:9]([Cl:8])[CH:14]=2)=[CH:17][C:18]=1[C:19]([OH:21])=[O:20])([O-:36])=[O:35]. Reported procedure: Acetic anhydride (37.7 g) was added to 3-(2-chloro-α,α,α-trifluoro-4-tolyloxy)-benzoic acid (86% strength, 45 g) in n-butyl acetate (85.8 g) at 35° C. Sulphuric acid (98%, 12.2 g) was added slowly and the mixture cooled to 0° C. Nitric acid (90%, 10.4 g) was then added slowly over about 3 hours such that the temperature was maintained at -5 to 0° C. On completion of the nitric acid addition the reaction was quenched with water (60 g) at 0° C. The mixture was warmed to 50-60° C. and the aqueous l... Starting materials: FC1=CC=C(C=C1)C(N1CCNCC1)C1=CC=C(C=C1)F (1-[Bis(4-fluorophenyl)methyl]piperazine), OCCCCNS(=O)(=O)CCCCCCl (N-(4-hydroxybutyl)-5-chloropentanesulfonamide). Run in C(C)N(C(C)C)C(C)C (N-ethyldiisopropylamine). Yields the product OCCCCNS(=O)(=O)CCCCCN1CCN(CC1)C(C1=CC=C(C=C1)F)C1=CC=C(C=C1)F (N-(4-hydroxybutyl)-5-[4-[bis(4-fluorophenyl)methyl]-1-piperazinyl]pentanesulfonamide). Isolated yield 91.7%. As a reaction SMILES: [F:1][C:2]1[CH:7]=[CH:6][C:5]([CH:8]([C:15]2[CH:20]=[CH:19][C:18]([F:21])=[CH:17][CH:16]=2)[N:9]2[CH2:14][CH2:13][NH:12][CH2:11][CH2:10]2)=[CH:4][CH:3]=1.[OH:22][CH2:23][CH2:24][CH2:25][CH2:26][NH:27][S:28]([CH2:31][CH2:32][CH2:33][CH2:34][CH2:35]Cl)(=[O:30])=[O:29]>C(N(C(C)C)C(C)C)C>[OH:22][CH2:23][CH2:24][CH2:25][CH2:26][NH:27][S:28]([CH2:31][CH2:32][CH2:33][CH2:34][CH2:35][N:12]1[CH2:11][CH2:10][N:9]([CH:8]([C:5]2[CH:4]=[CH:3][C:2]([F:1])=[CH:7][CH:6]=2)[C:15]2[CH:20]=[CH:19][C:18]([F:21])=[CH:17][CH:16]=2)[CH2:14][CH2:13]1)(=[O:30])=[O:29]. Reported procedure: 1-[Bis(4-fluorophenyl)methyl]piperazine (576.7 mg, 2.00 mmol) and N-(4-hydroxybutyl)-5-chloropentanesulfonamide (515.6 mg, 2.00 mmol) were refluxed in N-ethyldiisopropylamine (2 ml) for 6 hours. The reaction mixture was concentrated in vacuo, and water was added thereto. The mixture was extracted with chloroform. The chloroform layer was washed with water, and dried over anhydrous magnesium sulfate. Subsequently, the solvent was removed by evaporation in vacuo. The resulting crude product was pu... The reactants are ClC=1C=C(C(=CC1C)[N+](=O)[O-])O (3-chloro-4-methyl-6-nitrophenol), CCCCCC (hexane). The solvent is CS(=O)C (dimethyl sulfoxide). Reaction conditions: temperature 70 celsius, time 5 hour. Yields the product C(C=C)OC1=C(C=C(C(=C1)Cl)C)[N+](=O)[O-] (1-(2-propenyloxy)-5-chloro-4-methyl-2-nitrobenzene). As a reaction SMILES: [Cl:1][C:2]1[CH:3]=[C:4]([OH:12])[C:5]([N+:9]([O-:11])=[O:10])=[CH:6][C:7]=1[CH3:8].[CH3:13][CH2:14][CH2:15]CCC>CS(C)=O>[CH2:15]([O:12][C:4]1[CH:3]=[C:2]([Cl:1])[C:7]([CH3:8])=[CH:6][C:5]=1[N+:9]([O-:11])=[O:10])[CH:14]=[CH2:13]. Procedure: A solution of 37.5 g of 4B in 200 ml of dimethyl sulfoxide (DMSO) was added drop-by-drop over 30 minutes to a stirred solution of 4.8 g of freshly hexane-washed sodium hydride in 200 ml of DMSO, the temperature being held at 30° C. Then 26.6 3-bromopropene was added drop-by-drop over 10 minutes, and the mixture was stirred at 70° C. for 5 hours. The mixture was mixed with 1 liter of cold water and the resulting mixture was extracted with methylene chloride. The extract was washed with water, dri... The reactants are CCN=C=NCCCN(C)C, Cc1ccc(C#N)cc1NC1CCNCC1, CCN(C(C)C)C(C)C, Cl, Cl, Cl, CN(C)C=O, O, On1nnc2ccccc21, O=C(O)CNC(=O)c1cc(-c2ccccc2)[nH]n1. Product: Cc1ccc(C#N)cc1NC1CCN(C(=O)CNC(=O)c2cc(-c3ccccc3)[nH]n2)CC1. RXN SMILES: [CH3:38][CH2:39][N:40]=[C:41]=[N:42][CH2:43][CH2:44][CH2:45][N:46]([CH3:47])[CH3:48].[CH3:52][c:53]1[c:54]([NH:61][CH:62]2[CH2:63][CH2:64][NH:65][CH2:66][CH2:67]2)[cH:55][c:56]([C:57]#[N:58])[cH:59][cH:60]1.[CH:1]([N:2]([CH2:3][CH3:4])[CH:5]([CH3:6])[CH3:7])([CH3:8])[CH3:9].[ClH:49].[ClH:50].[ClH:51].[O:68]=[CH:69][N:70]([CH3:71])[CH3:72].[OH2:73].[OH:28][n:29]1[c:30]2[c:31]([cH:32][cH:33][cH:34][cH:35]2)[n:36][n:37]1.[c:10]1(-[c:16]2[cH:17][c:18]([C:21](=[O:22])[NH:23][CH2:24][C:25](=[O:26])[OH:27])[n:19][nH:20]2)[cH:11][cH:12][cH:13][cH:14][cH:15]1>>[c:10]1(-[c:16]2[cH:17][c:18]([C:21](=[O:22])[NH:23][CH2:24][C:25](=[O:27])[N:65]3[CH2:64][CH2:63][CH:62]([NH:61][c:54]4[c:53]([CH3:52])[cH:60][cH:59][c:56]([C:57]#[N:58])[cH:55]4)[CH2:67][CH2:66]3)[n:19][nH:20]2)[cH:11][cH:12][cH:13][cH:14][cH:15]1.